Dataset: the Open Reaction Database (ORD), a public repository of structured organic reaction records. Task: describe an organic reaction: reactants, conditions, products, and yield Starting materials: COc1cc(Cn2cnc3c(Cl)nc(N)nc32)c(Br)c(OC)c1OC, CO. Yields the product COc1cc(Cn2cnc3c(OC)nc(N)nc32)c(Br)c(OC)c1OC. RXN SMILES: [Br:1][c:2]1[c:3]([CH2:4][n:5]2[c:6]3[n:7][c:8]([NH2:15])[n:9][c:10]([Cl:14])[c:11]3[n:12][cH:13]2)[cH:16][c:17]([O:24][CH3:25])[c:18]([O:22][CH3:23])[c:19]1[O:20][CH3:21].[CH3:26][OH:27]>>[Br:1][c:2]1[c:3]([CH2:4][n:5]2[c:6]3[n:7][c:8]([NH2:15])[n:9][c:10]([O:27][CH3:26])[c:11]3[n:12][cH:13]2)[cH:16][c:17]([O:24][CH3:25])[c:18]([O:22][CH3:23])[c:19]1[O:20][CH3:21]. The reactants are FC=1C=C(C=NC1)N1N=C(C=C1N)C(C)C (1-(5-fluoropyridin-3-yl)-3-isopropyl-1H-pyrazol-5-amine), ClC(=O)OC1=CC=CC=C1 (phenyl chloroformate). The product is FC=1C=C(C=NC1)N1N=C(C=C1NC(OC1=CC=CC=C1)=O)C(C)C (phenyl 1-(5-fluoropyridin-3-yl)-3-isopropyl-1H-pyrazol-5-ylcarbamate). The yield is 35.0%. Reaction SMILES: [F:1][C:2]1[CH:3]=[C:4]([N:8]2[C:12]([NH2:13])=[CH:11][C:10]([CH:14]([CH3:16])[CH3:15])=[N:9]2)[CH:5]=[N:6][CH:7]=1.Cl[C:18]([O:20][C:21]1[CH:26]=[CH:25][CH:24]=[CH:23][CH:22]=1)=[O:19]>>[F:1][C:2]1[CH:3]=[C:4]([N:8]2[C:12]([NH:13][C:18](=[O:19])[O:20][C:21]3[CH:26]=[CH:25][CH:24]=[CH:23][CH:22]=3)=[CH:11][C:10]([CH:14]([CH3:16])[CH3:15])=[N:9]2)[CH:5]=[N:6][CH:7]=1. Procedure: Following the procedure for Example 282A Step 2, 1-(5-fluoropyridin-3-yl)-3-isopropyl-1H-pyrazol-5-amine was treated with phenyl chloroformate. Purification using silica gel chromatography eluting with MeOH/DCM (0-10%) afforded phenyl 1-(5-fluoropyridin-3-yl)-3-isopropyl-1H-pyrazol-5-ylcarbamate (235 mg, 35% yield) for steps B and C. 1H NMR (300 MHz, DMSO d6) δ 1.25 (s, 6H), 2.93 (m, 1H), 6.40 (s, 1H), 7.15 (bs, 2H), 7.29 (m, 2H), 7.42 (m, 3H), 8.00 (m, 1H), 8.65 (s, 1H), 8.72 (s, 1H), 10.32 (s,... The reactants are COC1=C(C=C(C(=C1)OC)OC)C=1OCC(N1)(C)C (2-(2,4,5-trimethoxyphenyl)-4,4-dimethyl-2-oxazoline), [Cl-].[NH4+] (ammonium chloride), [Mg] (magnesium), BrC=1C=C(C(=CC1)OC)OC (4-bromoveratrole), Grignard reagent. Solvent: O1CCCC1 (tetrahydrofuran), O1CCCC1 (tetrahydrofuran). Reaction conditions: time 48 hour. The product is COC=1C=C(C=CC1OC)C1=C(C=C(C(=C1)OC)OC)C=1OCC(N1)(C)C (2-[2-(3,4-dimethoxyphenyl)-4,5-dimethoxyphenyl]-4,4-dimethyl-2-oxazoline). Isolated yield 92.8%. RXN SMILES: [Mg].Br[C:3]1[CH:4]=[C:5]([O:11][CH3:12])[C:6]([O:9][CH3:10])=[CH:7][CH:8]=1.CO[C:15]1[CH:20]=[C:19]([O:21][CH3:22])[C:18]([O:23][CH3:24])=[CH:17][C:16]=1[C:25]1[O:26][CH2:27][C:28]([CH3:31])([CH3:30])[N:29]=1.[Cl-].[NH4+]>O1CCCC1>[CH3:12][O:11][C:5]1[CH:4]=[C:3]([C:15]2[CH:20]=[C:19]([O:21][CH3:22])[C:18]([O:23][CH3:24])=[CH:17][C:16]=2[C:25]2[O:26][CH2:27][C:28]([CH3:31])([CH3:30])[N:29]=2)[CH:8]=[CH:7][C:6]=1[O:9][CH3:10] |f:3.4|. Procedure details: In tetrahydrofuran (100 ml), magnesium (1.3 g) was reacted with 4-bromoveratrole (13 g) to prepare a Grignard reagent. While cooling in an ice-water bath, a solution of 2-(2,4,5-trimethoxyphenyl)-4,4-dimethyl-2-oxazoline (7.7 g) in tetrahydrofuran (100 ml) was added thereto. After stirring at room temperature for 48 hours, an aqueous saturated ammonium chloride solution (150 ml) was added and stirred for 15 minutes. Then, the mixed solution was separated to extract the aqueous layer with tetrahy... Reactants: potassium iodide starch, S(=O)(=O)([O-])S(=O)[O-].[Na+].[Na+] (sodium metabisulphite), CC1(CCOC2=CC=C(C=C12)C(C)=O)C (4,4-dimethyl-6-acetyl chroman), CC1(CCOC2=CC=C(C=C12)C(C)=O)C (4,4-dimethyl-6-acetyl chroman), [OH-].[Na+] (NaOH), Cl[O-].[Na+] (sodium hypochlorite). Solvent: O1CCOCC1 (dioxane). Conditions: temperature 60 celsius, time 3 hour. The product is CC1(CCOC2=CC=C(C=C12)C(=O)O)C (4,4-Dimethyl-6-carboxy chroman). Reaction SMILES: [CH3:1][C:2]1([CH3:15])[C:11]2[C:6](=[CH:7][CH:8]=[C:9]([C:12](=[O:14])C)[CH:10]=2)[O:5][CH2:4][CH2:3]1.[OH-].[Na+].Cl[O-].[Na+].S(S([O-])=O)([O-])(=O)=[O:22].[Na+].[Na+]>O1CCOCC1>[CH3:15][C:2]1([CH3:1])[C:11]2[C:6](=[CH:7][CH:8]=[C:9]([C:12]([OH:14])=[O:22])[CH:10]=2)[O:5][CH2:4][CH2:3]1 |f:1.2,3.4,5.6.7|. Procedure: A mixture of 1.0 g (4.9 mmol) of 4,4-dimethyl-6-acetyl chroman (Compound 38), 2.0 g (50 mmol) of NaOH, 60 ml of 10% aqueous sodium hypochlorite solution and 18 ml of dioxane was heated at 60° C. with stirring for 3 hours. The reaction mixture was cooled to room temperature and then treated with sodium metabisulphite until the mixture was negative to the potassium iodide/starch test. The reaction mixture was then acidified with conc. HC1 and the resultant precipitate was collected by filtration. ... Reactants: COC1=C(C=CC=C1)NC1=C(C=CC=C1)C(C)=O (1-[2-(2-methoxyphenylamino)phenyl]ethanone), B(Br)(Br)Br (boron tribromide), B(Br)(Br)Br (boron tribromide), methoxy. Run in C(Cl)Cl (methylene dichloride), C(Cl)Cl (methylene dichloride). The product is OC1=C(C=CC=C1)NC1=C(C=CC=C1)C(C)=O (1-[2-(2-Hydroxyphenylamino)phenyl]ethanone). RXN SMILES: C[O:2][C:3]1[CH:8]=[CH:7][CH:6]=[CH:5][C:4]=1[NH:9][C:10]1[CH:15]=[CH:14][CH:13]=[CH:12][C:11]=1[C:16](=[O:18])[CH3:17].B(Br)(Br)Br>C(Cl)Cl>[OH:2][C:3]1[CH:8]=[CH:7][CH:6]=[CH:5][C:4]=1[NH:9][C:10]1[CH:15]=[CH:14][CH:13]=[CH:12][C:11]=1[C:16](=[O:18])[CH3:17]. Procedure: [I; R, R' and R"=H, OH at 2-position, Alk=CH3 ] is obtainable by reacting 1-[2-(2-methoxyphenylamino)phenyl]ethanone with boron tribromide. A preferred procedure comprises adding boron tribromide in an inert solvent such as methylene dichloride dropwise to a solution of the methoxy compound in an inert solvent, e.g. methylene dichloride cooled to a low temperature (-40° to -80° C.) and then stirring the mixture for several hours. The reactants are C(C)OC(C(C1=CC=C(C=C1)OCCCOC1=C(C(=C(C=C1)C(=O)OC)O)CCC)=O)=O (4-[3-[3-hydroxy-4-(methoxycarbonyl)-2-propylphenoxy)propoxy]-alpha-oxobenzeneacetic acid ethyl ester), [OH-].[Na+] (sodium hydroxide). Solvent: CO (methanol). Run at time 1 hour. The product is OC=1C(=C(OCCCOC2=CC=C(C=C2)C(C(=O)O)=O)C=CC1C(=O)OC)CCC (4-[3-[3-hydroxy-4-(methoxycarbonyl)-2-propylphenoxy)propoxy]-alpha-oxobenzeneacetic acid). Isolated yield 58.3%. RXN SMILES: C([O:3][C:4](=[O:32])[C:5](=[O:31])[C:6]1[CH:11]=[CH:10][C:9]([O:12][CH2:13][CH2:14][CH2:15][O:16][C:17]2[CH:22]=[CH:21][C:20]([C:23]([O:25][CH3:26])=[O:24])=[C:19]([OH:27])[C:18]=2[CH2:28][CH2:29][CH3:30])=[CH:8][CH:7]=1)C.[OH-].[Na+]>CO>[OH:27][C:19]1[C:18]([CH2:28][CH2:29][CH3:30])=[C:17]([CH:22]=[CH:21][C:20]=1[C:23]([O:25][CH3:26])=[O:24])[O:16][CH2:15][CH2:14][CH2:13][O:12][C:9]1[CH:8]=[CH:7][C:6]([C:5](=[O:31])[C:4]([OH:32])=[O:3])=[CH:11][CH:10]=1 |f:1.2|. Reported procedure: As in Example 19, a solution of 4-[3-[3-hydroxy-4-(methoxycarbonyl)-2-propylphenoxy)propoxy]-alpha-oxobenzeneacetic acid ethyl ester (0.3 g) in methanol (30 mL) was treated with 4N sodium hydroxide (0.53 mL) and then was stirred at room temperature for 1 hour. Most of the solvents were removed in vacuo, then the mixture was acidified with 3N hydrochloric acid and extracted with ethyl acetate. The dried (MgSO4) extracts were evaporated and the crude acid was crystallized from a carbon tetrachlori... Starting materials: CS(C)=O, Clc1cnccn1, [H-], [Na+], O, OC1(c2ccccc2)CCNCC1. The product is c1ccc(C2(Oc3cnccn3)CCNCC2)cc1. As a reaction SMILES: [CH3:24][S:25]([CH3:26])=[O:27].[Cl:16][c:17]1[n:18][cH:19][cH:20][n:21][cH:22]1.[H-:14].[Na+:15].[OH2:23].[c:1]1([C:7]2([OH:13])[CH2:8][CH2:9][NH:10][CH2:11][CH2:12]2)[cH:2][cH:3][cH:4][cH:5][cH:6]1>>[c:1]1([C:7]2([O:13][c:17]3[n:18][cH:19][cH:20][n:21][cH:22]3)[CH2:8][CH2:9][NH:10][CH2:11][CH2:12]2)[cH:2][cH:3][cH:4][cH:5][cH:6]1. Reactants: C1=CC(=C(C(=C1)Cl)Cl)C2=C(N=C(N=N2)N)N (lamotrigine), C(CCCCC(=O)O)(=O)O (adipic acid). Run in CO (methanol). Yields the product C1=CC(=C(C(=C1)Cl)Cl)C2=C(N=C(N=N2)N)N.C(CCCCC(=O)[O-])(=O)[O-] (Lamotrigine Adipate). As a reaction SMILES: [CH:1]1[CH:6]=[C:5]([Cl:7])[C:4]([Cl:8])=[C:3]([C:9]2[N:14]=[N:13][C:12]([NH2:15])=[N:11][C:10]=2[NH2:16])[CH:2]=1.[C:17]([OH:26])(=[O:25])[CH2:18][CH2:19][CH2:20][CH2:21][C:22]([OH:24])=[O:23]>CO>[CH:1]1[CH:6]=[C:5]([Cl:7])[C:4]([Cl:8])=[C:3]([C:9]2[N:14]=[N:13][C:12]([NH2:15])=[N:11][C:10]=2[NH2:16])[CH:2]=1.[C:17]([O-:26])(=[O:25])[CH2:18][CH2:19][CH2:20][CH2:21][C:22]([O-:24])=[O:23] |f:3.4|. Procedure: 16 mg of lamotrigine was dissolved in 2 ml of methanol, 11 mg of adipic acid was added to the solution to form a single solution. The solution was then allowed to stand for several hours to effect the slow evaporation of solvent. The solids gathered were stored in screw cap vials for subsequent analysis. Starting materials: C1(CCCCC1)C1=CC=C(C=C1)C(CC1=C(C=C(C=C1)Cl)Cl)(CCl)O (2-(4-cyclohexylphenyl)-3-chloro-1-(2,4-dichlorophenyl)-propan-2-ol), [H-].[Na+] (sodium hydride), N1C=NC=C1 (imidazole). Solvent: C(C)#N (acetonitrile), C(C)#N (acetonitrile). Conditions: temperature 80 celsius. Yields the product C1(CCCCC1)C1=CC=C(C=C1)C(CC1=C(C=C(C=C1)Cl)Cl)(CN1C=NC=C1)O (2-(4-cyclohexylphenyl)-1-(2,4-dichlorophenyl)-3-(imidazol-1-yl)-propan-2-ol). The yield is 58.0%. As a reaction SMILES: [CH:1]1([C:7]2[CH:12]=[CH:11][C:10]([C:13]([OH:25])([CH2:23]Cl)[CH2:14][C:15]3[CH:20]=[CH:19][C:18]([Cl:21])=[CH:17][C:16]=3[Cl:22])=[CH:9][CH:8]=2)[CH2:6][CH2:5][CH2:4][CH2:3][CH2:2]1.[H-].[Na+].[NH:28]1[CH:32]=[CH:31][N:30]=[CH:29]1>C(#N)C>[CH:1]1([C:7]2[CH:12]=[CH:11][C:10]([C:13]([OH:25])([CH2:23][N:28]3[CH:32]=[CH:31][N:30]=[CH:29]3)[CH2:14][C:15]3[CH:20]=[CH:19][C:18]([Cl:21])=[CH:17][C:16]=3[Cl:22])=[CH:9][CH:8]=2)[CH2:6][CH2:5][CH2:4][CH2:3][CH2:2]1 |f:1.2|. Procedure: A solution of 39.8 g (0.1 mol) of 2-(4-cyclohexylphenyl)-3-chloro-1-(2,4-dichlorophenyl)-propan-2-ol in 200 ml of acetonitrile is added dropwise to a suspension of 3.6 g (0.12 mol) of sodium hydride and 8.2 g (0.12 mol) of imidazole in 200 ml of acetonitrile. After heating the mixture to 80° C. for three hours, it is filtered and the crystal mass is washed with water and recrystallised from acetonitrile. 24.9 g (58% of theory) of 2-(4-cyclohexylphenyl)-1-(2,4-dichlorophenyl)-3-(imidazol-1-yl)-pr...